Dataset: the Open Reaction Database (ORD), a public repository of structured organic reaction records. Task: describe an organic reaction: reactants, conditions, products, and yield Starting materials: BrC1=C(C=2C(=NC(=CC2NS(=O)(=O)C2=CC(=CC=C2)Cl)C)S1)C (N-(2-bromo-3,6-dimethylthieno[2,3-b]pyridin-4-yl)-3-chlorobenzenesulfonamide), CC1(OB(OC1(C)C)C=1C=NOC1)C (4-(4,4,5,5-tetramethyl-1,3,2-dioxaborolan-2-yl)isoxazole), C([O-])([O-])=O.[K+].[K+] (potassium carbonate). Reagents/catalysts: Cl[Pd]([P](C1=CC=CC=C1)(C2=CC=CC=C2)C3=CC=CC=C3)([P](C4=CC=CC=C4)(C5=CC=CC=C5)C6=CC=CC=C6)Cl (bis(triphenylphosphine)palladium(II) chloride). The solvent is O1CCOCC1 (1,4-dioxane), O (water). Conditions: temperature 100 celsius. Yields the product ClC=1C=C(C=CC1)S(=O)(=O)NC1=C2C(=NC(=C1)C)SC(=C2C)C=2C=NOC2 (3-Chloro-N-[2-(4-isoxazolyl)-3,6-dimethylthieno[2,3-b]pyridin-4-yl]benzenesulfonamide). Yield: 6.0%. As a reaction SMILES: Br[C:2]1[S:22][C:5]2=[N:6][C:7]([CH3:21])=[CH:8][C:9]([NH:10][S:11]([C:14]3[CH:19]=[CH:18][CH:17]=[C:16]([Cl:20])[CH:15]=3)(=[O:13])=[O:12])=[C:4]2[C:3]=1[CH3:23].CC1(C)C(C)(C)OB([C:32]2[CH:33]=[N:34][O:35][CH:36]=2)O1.C(=O)([O-])[O-].[K+].[K+]>O1CCOCC1.O.Cl[Pd](Cl)([P](C1C=CC=CC=1)(C1C=CC=CC=1)C1C=CC=CC=1)[P](C1C=CC=CC=1)(C1C=CC=CC=1)C1C=CC=CC=1>[Cl:20][C:16]1[CH:15]=[C:14]([S:11]([NH:10][C:9]2[CH:8]=[C:7]([CH3:21])[N:6]=[C:5]3[S:22][C:2]([C:32]4[CH:33]=[N:34][O:35][CH:36]=4)=[C:3]([CH3:23])[C:4]=23)(=[O:13])=[O:12])[CH:19]=[CH:18][CH:17]=1 |f:2.3.4,^1:53,72|. Procedure: To a solution of N-(2-bromo-3,6-dimethylthieno[2,3-b]pyridin-4-yl)-3-chlorobenzenesulfonamide (Example 77) (80 mg, 0.185 mmol) in 1,4-dioxane (2 mL) and water (1 mL) was added 4-(4,4,5,5-tetramethyl-1,3,2-dioxaborolan-2-yl)isoxazole (36.1 mg, 0.185 mmol), bis(triphenylphosphine)palladium(II) chloride (13.01 mg, 0.019 mmol), and potassium carbonate (90 mg, 0.649 mmol) and the reaction mixture heated at 100° C. using a microwave reactor for 1.5 h. The reaction mixture was then filtered through cel... The reactants are OC1=CC(OC2=CC=CC=C12)=O (4-hydroxycoumarin), C(C)(=O)[O-].[NH4+] (ammonium acetate), O (water). The solvent is C(CO)O (ethylene glycol). Reaction conditions: temperature 60 celsius, time 6 hour. The product is NC1=CC(OC2=CC=CC=C12)=O (4-aminocoumarin). Yield: 99.4%. Reaction SMILES: O[C:2]1[C:11]2[C:6](=[CH:7][CH:8]=[CH:9][CH:10]=2)[O:5][C:4](=[O:12])[CH:3]=1.C([O-])(=O)C.[NH4+:17].O>C(O)CO>[NH2:17][C:2]1[C:11]2[C:6](=[CH:7][CH:8]=[CH:9][CH:10]=2)[O:5][C:4](=[O:12])[CH:3]=1 |f:1.2|. Procedure: 97.2 g of 4-hydroxycoumarin and 69.3 g of ammonium acetate in 300 ml of ethylene glycol are heated to 70° C. for 3 hours, whilst stirring, and to 160° C. for 6 hours, the mixture is cooled to 60° C., 1 liter of water is added, whilst stirring, and the mixture is cooled to room temperature. The colourless crystalline precipitate is filtered off, washed with water and dried in vacuo at 60° C. 96 g of 4-aminocoumarin in an almost pure form are obtained Reactants: CN(C)C1=C(C(=O)O)C=CC=C1 (N,N-dimethylaminobenzoic acid), resultant solution, C(C(=O)Cl)(=O)Cl (Oxalyl chloride). Solvent: C(Cl)Cl (methylene chloride). Run at time 3 hour. The product is crude product, CN(C)C1=C(C(=O)Cl)C=CC=C1 (N,N-dimethylaminobenzoic acid chloride). RXN SMILES: [C:1](Cl)(=O)[C:2]([Cl:4])=[O:3].[CH3:7][N:8]([C:10]1C=[CH:17][CH:16]=[CH:15][C:11]=1C(O)=O)[CH3:9]>C(Cl)Cl>[CH3:7][N:8]([C:10]1[CH:11]=[CH:15][CH:16]=[CH:17][C:1]=1[C:2]([Cl:4])=[O:3])[CH3:9]. Reported procedure: Oxalyl chloride (375 g) was added to a suspension prepared by adding 3.0 L of dry methylene chloride to 371.7 g of N,N-dimethylaminobenzoic acid. A vessel containing the resultant solution was dipped in an oil bath, and the solution was stirred for 3 hr while controlling the internal temperature at about 40° C. The solvent was removed by evaporation under the reduced pressure, and the residue was vacuum dried to give a crude product of N,N-dimethylaminobenzoic acid chloride. Reactants: [Br-], COCCOC, C[PH+](C)C, Cc1ccc(N(c2ccc(C=O)cc2)c2ccc(C)c(C)c2)cc1C, [H-], [Na+]. Yields the product C=Cc1ccc(N(c2ccc(C)c(C)c2)c2ccc(C)c(C)c2)cc1. RXN SMILES: [Br-:3].[CH3:33][O:34][CH2:35][CH2:36][O:37][CH3:38].[CH3:4][PH+:5]([CH3:6])[CH3:7].[CH3:8][c:9]1[cH:10][c:11]([N:16]([c:17]2[cH:18][c:19]([CH3:24])[c:20]([CH3:23])[cH:21][cH:22]2)[c:25]2[cH:26][cH:27][c:28]([CH:29]=[O:30])[cH:31][cH:32]2)[cH:12][cH:13][c:14]1[CH3:15].[H-:1].[Na+:2]>>[CH2:4]=[CH:29][c:28]1[cH:27][cH:26][c:25]([N:16]([c:11]2[cH:10][c:9]([CH3:8])[c:14]([CH3:15])[cH:13][cH:12]2)[c:17]2[cH:18][c:19]([CH3:24])[c:20]([CH3:23])[cH:21][cH:22]2)[cH:32][cH:31]1.